From a dataset of the Open Reaction Database (ORD), a public repository of structured organic reaction records. describe an organic reaction: reactants, conditions, products, and yield The reactants are BrC1=CC(=C(C=C1)C(=O)N1CCN(CC1)C1=NC=C(C=C1C)C1CC1)N1S(CCC1)(=O)=O ([4-bromo-2-(1,1-dioxoisothiazolidin-2-yl)phenyl][4-(5-cyclopropyl-3-methylpyridin-2-yl)piperazin-1-yl]methanone), O=C1OC[C@H](N1)COC(C1=CC=CC=C1)=O (benzoic acid (R)-2-oxooxazolidin-4-ylmethyl ester). Yields the product C(C1=CC=CC=C1)(=O)OC[C@H]1N(C(OC1)=O)C1=CC(=C(C=C1)C(=O)N1CCN(CC1)C1=NC=C(C=C1C)C1CC1)N1S(CCC1)(=O)=O ((R)-4-benzoyloxymethyl-3-{4-[4-(5-cyclopropyl-3-methylpyridin-2-yl)piperazine-1-carbonyl]-3-(1,1-dioxoisothiazolidin-2-yl)phenyl}oxazolidin-2-one). Yield: 87.6%. As a reaction SMILES: Br[C:2]1[CH:7]=[CH:6][C:5]([C:8]([N:10]2[CH2:15][CH2:14][N:13]([C:16]3[C:21]([CH3:22])=[CH:20][C:19]([CH:23]4[CH2:25][CH2:24]4)=[CH:18][N:17]=3)[CH2:12][CH2:11]2)=[O:9])=[C:4]([N:26]2[CH2:30][CH2:29][CH2:28][S:27]2(=[O:32])=[O:31])[CH:3]=1.[O:33]=[C:34]1[NH:38][C@H:37]([CH2:39][O:40][C:41](=[O:48])[C:42]2[CH:47]=[CH:46][CH:45]=[CH:44][CH:43]=2)[CH2:36][O:35]1>>[C:41]([O:40][CH2:39][C@@H:37]1[CH2:36][O:35][C:34](=[O:33])[N:38]1[C:2]1[CH:7]=[CH:6][C:5]([C:8]([N:10]2[CH2:15][CH2:14][N:13]([C:16]3[C:21]([CH3:22])=[CH:20][C:19]([CH:23]4[CH2:25][CH2:24]4)=[CH:18][N:17]=3)[CH2:12][CH2:11]2)=[O:9])=[C:4]([N:26]2[CH2:30][CH2:29][CH2:28][S:27]2(=[O:32])=[O:31])[CH:3]=1)(=[O:48])[C:42]1[CH:43]=[CH:44][CH:45]=[CH:46][CH:47]=1. Procedure: By reaction and treatment in the same manner as in Preparation Example 91 and using [4-bromo-2-(1,1-dioxoisothiazolidin-2-yl)phenyl][4-(5-cyclopropyl-3-methylpyridin-2-yl)piperazin-1-yl]methanone (3.12 g) described in Preparation Example 179 and benzoic acid (R)-2-oxooxazolidin-4-ylmethyl ester (1.33 g), the title compound (3.47 g) was obtained. As a reaction SMILES: [ClH:1].[OH:2][C:3]1[CH:12]=[CH:11][C:10]([CH:13]([OH:31])[CH2:14][N:15]2[CH2:20][CH:19]=[C:18]([N:21]3[C:25]4[CH:26]=[CH:27][CH:28]=[CH:29][C:24]=4[NH:23][C:22]3=[O:30])[CH2:17][CH2:16]2)=[CH:9][C:4]=1[C:5]([O:7]C)=O.Cl.OC1C=CC(C(O)C[N:46]2CCC(N3C4C=CC=CC=4NC3=O)CC2)=CC=1C(OC)=O>>[ClH:1].[OH:2][C:3]1[CH:12]=[CH:11][C:10]([CH:13]([OH:31])[CH2:14][N:15]2[CH2:20][CH:19]=[C:18]([N:21]3[C:25]4[CH:26]=[CH:27][CH:28]=[CH:29][C:24]=4[NH:23][C:22]3=[O:30])[CH2:17][CH2:16]2)=[CH:9][C:4]=1[C:5]([NH2:46])=[O:7] |f:0.1,2.3,4.5|. Product: Cl.OC1=C(C(=O)N)C=C(C=C1)C(CN1CCC(=CC1)N1C(NC2=C1C=CC=C2)=O)O (2-hydroxy-5-[1-hydroxy-2-[4-(2-oxo-1-benzimidazolinyl)-1,2,3,6-tetrahydro-1-pyridyl]ethyl]benzamide hydrochloride). The reactants are Cl.OC1=C(C(=O)OC)C=C(C=C1)C(CN1CCC(=CC1)N1C(NC2=C1C=CC=C2)=O)O (methyl 2-hydroxy-5-[1-hydroxy-2-[4-(2-oxo-1-benzimidazolinyl)-1,2,3,6-tetrahydro-1-pyridyl]ethyl]benzoate hydrochloride), Cl.OC1=C(C(=O)OC)C=C(C=C1)C(CN1CCC(CC1)N1C(NC2=C1C=CC=C2)=O)O (methyl 2-hydroxy-5-[1-hydroxy-2-[4-(2-oxo-1-benzimidazolinyl)piperidino]ethyl]benzoate hydrochloride). Reported procedure: Following essentially the same procedure but substituting methyl 2-hydroxy-5-[1-hydroxy-2-[4-(2-oxo-1-benzimidazolinyl)-1,2,3,6-tetrahydro-1-pyridyl]ethyl]benzoate hydrochloride for the methyl 2-hydroxy-5-[1-hydroxy-2-[4-(2-oxo-1-benzimidazolinyl)piperidino]ethyl]benzoate hydrochloride above results in the formation of 2-hydroxy-5-[1-hydroxy-2-[4-(2-oxo-1-benzimidazolinyl)-1,2,3,6-tetrahydro-1-pyridyl]ethyl]benzamide hydrochloride.